Dataset: the Open Reaction Database (ORD), a public repository of structured organic reaction records. Task: describe an organic reaction: reactants, conditions, products, and yield The product is Cl.N[C@H](C(=O)O)C\C=C/C[C@@H]1N\C(\CCCC1)=N/O ((2S,4Z)-2-amino-6-[(2R,7Z)-hexahydro-7-(hydroxyimino)-1H-azepin-2-yl]-4-hexenoic acid, monohydrochloride). Reactants: Cl.N[C@H](C(=O)O)C\C=C/C[C@H]1CCCCC=2N1C(ON2)=O ((2S,4Z)-2-amino-6-[(5R)-6,7,8,9-tetrahydro-3-oxo-3H,5H-[1,2,4]oxadiazolo[4,3-α]azepin-5-yl]-4-hexenoic acid, monohydrochloride), [K] (potassium), [OH-].[Na+] (sodium hydroxide). RXN SMILES: [ClH:1].[NH2:2][C@@H:3]([CH2:7]/[CH:8]=[CH:9]\[CH2:10][C@@H:11]1[N:17]2C(=O)[O:19][N:20]=[C:16]2[CH2:15][CH2:14][CH2:13][CH2:12]1)[C:4]([OH:6])=[O:5].[K].[OH-].[Na+]>>[ClH:1].[NH2:2][C@@H:3]([CH2:7]/[CH:8]=[CH:9]\[CH2:10][C@H:11]1[CH2:12][CH2:13][CH2:14][CH2:15]/[C:16](=[N:20]/[OH:19])/[NH:17]1)[C:4]([OH:6])=[O:5] |f:0.1,3.4,5.6,^1:21|. Procedure details: A sample of the product of Example 9 is converted to the title compound by reaction with aqueous potassium or sodium hydroxide. Yield: 71.2%. Starting materials: CN1CCNCC1, COC1=CC(=CC(=C1)[N+](=O)[O-])Br. Run in CC1=CC=CC=C1. Procedure details: 1-bromo-3-methoxy-5-nitrobenzene (116 mg, 0.5 mmol), 1-methylpiperazine (167 µl, 1.50 mmol), Palladium(II) acetate (11.23 mg, 0.05 mmol), BINAP (31.1 mg, 0.05 mmol), Cs2CO3 (326 mg, 1.00 mmol) and PhCH3 (10 mL) were added to a 100ml rb flask and heated at 150 °C for 1h.  LCMS showed rxn done with desired product formed.  Rxn was filtered and concentrated. The residue was purified by Gilson (CH3CN/Water 0-50% + 0.1%TFA) to get the desired product 1-(3-methoxy-5-nitrophenyl)-4-methylpiperazine (13... Yields the product CN1CCN(CC1)C2=CC(=CC(=C2)OC)[N+](=O)[O-]. Conditions: temperature 150 celsius. Reagents/catalysts: C(=O)([O-])[O-].[Cs+].[Cs+], C1=CC=C(C=C1)P(C2=CC=CC=C2)C3=C(C4=CC=CC=C4C=C3)C5=C(C=CC6=CC=CC=C65)P(C7=CC=CC=C7)C8=CC=CC=C8, CC(=O)O.CC(=O)O.[Pd].